From a dataset of the Open Reaction Database (ORD), a public repository of structured organic reaction records. describe an organic reaction: reactants, conditions, products, and yield Starting materials: ClC1=CC=C(C=C1)S(=O)(=O)NCCCCC(CCC(=O)OC)CCOS(=O)(=O)C (methyl 8-(p-chlorophenylsulfonamido)-4-(2-methylsulfonyloxyethyl)-octanoate), C1(=CC=CC=C1)P(C1=CC=CC=C1)C1=CC=CC=C1 (triphenylphosphine), N(=NC(=O)OCC)C(=O)OCC (diethyl azodicarboxylate), OC=1C=NC=CC1 (3-hydroxypyridine). The solvent is C(Cl)Cl (methylene chloride). Reaction conditions: time 5 minute. Yields the product ClC1=CC=C(C=C1)S(=O)(=O)NCCCCC(CCC(=O)OC)CCOC=1C=NC=CC1 (methyl 8-(p-chlorophenylsulfonamido)-4-[2-(3-pyridyloxy)ethyl]-octanoate). As a reaction SMILES: [Cl:1][C:2]1[CH:7]=[CH:6][C:5]([S:8]([NH:11][CH2:12][CH2:13][CH2:14][CH2:15][CH:16]([CH2:23][CH2:24][O:25]S(C)(=O)=O)[CH2:17][CH2:18][C:19]([O:21][CH3:22])=[O:20])(=[O:10])=[O:9])=[CH:4][CH:3]=1.C1(P(C2C=CC=CC=2)C2C=CC=CC=2)C=CC=CC=1.O[C:50]1[CH:51]=[N:52][CH:53]=[CH:54][CH:55]=1.N(C(OCC)=O)=NC(OCC)=O>C(Cl)Cl>[Cl:1][C:2]1[CH:7]=[CH:6][C:5]([S:8]([NH:11][CH2:12][CH2:13][CH2:14][CH2:15][CH:16]([CH2:23][CH2:24][O:25][C:50]2[CH:51]=[N:52][CH:53]=[CH:54][CH:55]=2)[CH2:17][CH2:18][C:19]([O:21][CH3:22])=[O:20])(=[O:10])=[O:9])=[CH:4][CH:3]=1. Reported procedure: To a solution of 1.2 g of methyl 8-(p-chlorophenylsulfonamido)-4-(2-hydroxyethyl)-octanoate (example 28) in 12 ml methylene chloride is added 1.14 g triphenylphosphine followed by 0.336 g 3-hydroxypyridine. After stirring for 5 min, 0.55 ml diethyl azodicarboxylate is added slowly. After 1 h, solvent is evaporated and the residue subjected to flash chromatography to obtain methyl 8-(p-chlorophenylsulfonamido)-4-[2-(3-pyridyloxy)ethyl]-octanoate, m.p. 57°-58°. Starting materials: CC(C)(C)OO, ClCCl, CC(C)=CCCC(C)=CCCC(C)=CC=C(C#N)C(C)C, O=C(O)c1ccccc1O, O=[Se]=O. Product: CC(C)=CCCC(C)=CCCC(C)=C(O)C=C(C#N)C(C)C. Reaction SMILES: [C:14]([O:15][OH:16])([CH3:17])([CH3:18])[CH3:19].[CH2:41]([Cl:42])[Cl:43].[CH3:20][CH:21]([CH3:22])[C:23]([C:24]#[N:25])=[CH:26][CH:27]=[C:28]([CH2:29][CH2:30][CH:31]=[C:32]([CH2:33][CH2:34][CH:35]=[C:36]([CH3:37])[CH3:38])[CH3:39])[CH3:40].[OH:4][C:5]([c:6]1[c:7]([OH:8])[cH:9][cH:10][cH:11][cH:12]1)=[O:13].[Se:1](=[O:2])=[O:3]>>[OH:4][C:27]([CH:26]=[C:23]([CH:21]([CH3:20])[CH3:22])[C:24]#[N:25])=[C:28]([CH2:29][CH2:30][CH:31]=[C:32]([CH2:33][CH2:34][CH:35]=[C:36]([CH3:37])[CH3:38])[CH3:39])[CH3:40]. Starting materials: C(C)(=O)OCC (ethyl acetate), C(C)(=O)OCC (ethyl acetate), ClC1=CC=C(C(=O)N2CC(NC3=C(C2)C=CC=C3)=O)C=C1 (4-(4-chlorobenzoyl)-1,3,4,5-tetrahydrobenzo[e][1,4]diazepin-2-on), [H-].[Na+] (sodium hydride), CS(=O)(=O)OCCC1CCN(CC1)C(=O)OC(C)(C)C (t-butyl 4-(2-((methylsulfonyl)oxy)ethyl)-1-piperidinecarboxylate). The solvent is CN(C)C=O (DMF), solution, Cl (hydrogen chloride), O1CCOCC1 (dioxane). Run at time 30 minute. The product is ClC1=CC=C(C(=O)N2CC(N(C3=C(C2)C=CC=C3)CCC3CCNCC3)=O)C=C1 (4-(4-chlorobenzoyl)-1-[2-(4-piperidinyl)ethyl]-1,3,4,5-tetrahydrobenzo[e][1,4]diazepin-2-on). Reaction SMILES: [Cl:1][C:2]1[CH:21]=[CH:20][C:5]([C:6]([N:8]2[CH2:14][C:13]3[CH:15]=[CH:16][CH:17]=[CH:18][C:12]=3[NH:11][C:10](=[O:19])[CH2:9]2)=[O:7])=[CH:4][CH:3]=1.[H-].[Na+].CS(O[CH2:29][CH2:30][CH:31]1[CH2:36][CH2:35][N:34](C(OC(C)(C)C)=O)[CH2:33][CH2:32]1)(=O)=O.C(OCC)(=O)C>CN(C=O)C.Cl.O1CCOCC1>[Cl:1][C:2]1[CH:21]=[CH:20][C:5]([C:6]([N:8]2[CH2:14][C:13]3[CH:15]=[CH:16][CH:17]=[CH:18][C:12]=3[N:11]([CH2:29][CH2:30][CH:31]3[CH2:36][CH2:35][NH:34][CH2:33][CH2:32]3)[C:10](=[O:19])[CH2:9]2)=[O:7])=[CH:4][CH:3]=1 |f:1.2|. Reported procedure: 150 mg (0.50 mmol) of 4-(4-chlorobenzoyl)-1,3,4,5-tetrahydrobenzo[e][1,4]diazepin-2-on was dissolved in 10 ml of DMF. 24 mg (0.60 mmol) of sodium hydride was added to the obtained solution. After stirring at room temperature for 30 minutes, 184 g (0.60 mmol) of t-butyl 4-(2-((methylsulfonyl)oxy)ethyl)-1-piperidinecarboxylate was added to the obtained mixture, and they were stirred at 70° C. overnight. After the treatment with ethyl acetate as the extracting solvent by an ordinary method, the obt... Reactants: solution, C[Si](C)(C)C=[N+]=[N-] (trimethylsilyldiazomethane), CCOCC (ether), BrC=1C=C(C=NC1)CC(=O)O ((5-bromo-pyridin-3-yl)-acetic acid). The solvent is C1(=CC=CC=C1)C (toluene), CO (methanol). Conditions: time 10 minute. Product: COC(CC=1C=NC=C(C1)Br)=O ((5-bromo-pyridin-3-yl)-acetic Acid Methyl Ester). Isolated yield 72.0%. RXN SMILES: [CH3:1][Si](C=[N+]=[N-])(C)C.CCOCC.[Br:13][C:14]1[CH:15]=[C:16]([CH2:20][C:21]([OH:23])=[O:22])[CH:17]=[N:18][CH:19]=1>C1(C)C=CC=CC=1.CO>[CH3:1][O:22][C:21](=[O:23])[CH2:20][C:16]1[CH:17]=[N:18][CH:19]=[C:14]([Br:13])[CH:15]=1. Procedure: A 2.0 M solution of trimethylsilyldiazomethane in ether (10.3 mL, 20.5 mmol) was added dropwise to a mixed solution of (5-bromo-pyridin-3-yl)-acetic acid (4.04 g, 18.7 mmol) in toluene (17.3 mL) and methanol (11.5 mL), and the mixture was stirred at room temperature for 10 minutes. The reaction solution was concentrated under reduced pressure. The residue was purified by silica gel chromatography (hexane:ethyl acetate=1:3) to give the title compound (3.12 g, 72%). The reactants are solution, C1(=C(C=CC=C1)[Mg]Br)C (o-tolylmagnesium bromide), FC=1C(=C(C=CC1)NC(C)=O)C=O (N-(3-fluoro-2-formyl-phenyl)-acetamide). Solvent: C(C)OCC (diethyl ether), O1CCCC1 (tetrahydrofuran). Conditions: temperature -78 celsius, time 8 hour. The product is FC=1C(=C(C=CC1)NC(C)=O)C(C1=C(C=CC=C1)C)O (N-[3-fluoro-2-(hydroxyl-o-tolyl-methyl)-phenyl]-acetamide). As a reaction SMILES: [F:1][C:2]1[C:3]([CH:12]=[O:13])=[C:4]([NH:8][C:9](=[O:11])[CH3:10])[CH:5]=[CH:6][CH:7]=1.[C:14]1([CH3:22])[CH:19]=[CH:18][CH:17]=[CH:16][C:15]=1[Mg]Br>O1CCCC1.C(OCC)C>[F:1][C:2]1[C:3]([CH:12]([OH:13])[C:15]2[CH:16]=[CH:17][CH:18]=[CH:19][C:14]=2[CH3:22])=[C:4]([NH:8][C:9](=[O:11])[CH3:10])[CH:5]=[CH:6][CH:7]=1. Procedure: 100 mg (0.83 mmol) N-(3-fluoro-2-formyl-phenyl)-acetamide are dissolved in 4 ml of tetrahydrofuran and cooled to −78° C. Then at this temperature 1.66 ml (3.3 mmol) of a 2 M solution of o-tolylmagnesium bromide in diethyl ether are added. This reaction mixture is thawed to ambient temperature overnight with stirring. Then the reaction mixture is stirred into 30 ml dist. water and extracted three times with 10 ml of ethyl acetate. The organic phase is dried with MgSO4, the solvent is eliminated i...